From a dataset of the Open Reaction Database (ORD), a public repository of structured organic reaction records. describe an organic reaction: reactants, conditions, products, and yield Starting materials: C1(=C(C=CC=C1)N)N (o-Phenylene diamine), CNC1=CC=C(C(=O)O)C=C1 (4-(methylamino)benzoic acid), [OH-].[Na+] (sodium hydroxide). The solvent is O (water), polyphosphoric acid. Run at temperature 80 celsius. The product is N1C(=NC2=C1C=CC=C2)C2=CC=C(C=C2)NC (N-[4-(1H-Benzoimidazol-2-yl)-phenyl]-N-methyl-amine). Reaction SMILES: [C:1]1([NH2:8])[CH:6]=[CH:5][CH:4]=[CH:3][C:2]=1[NH2:7].[CH3:9][NH:10][C:11]1[CH:19]=[CH:18][C:14]([C:15](O)=O)=[CH:13][CH:12]=1.[OH-].[Na+]>O>[NH:7]1[C:2]2[CH:3]=[CH:4][CH:5]=[CH:6][C:1]=2[N:8]=[C:15]1[C:14]1[CH:18]=[CH:19][C:11]([NH:10][CH3:9])=[CH:12][CH:13]=1 |f:2.3|. Reported procedure: 5.00 g (46.2 mmol) o-Phenylene diamine and 6.99 g (46.2 mmol) 4-(methylamino)benzoic acid are stirred in 40.0 g polyphosphoric acid at 210° C. for 4 hours. The mixture is cooled to 80° C., poured into water and stirred over night at RT. The mixture is alkalinized with sodium hydroxide solution. The precipitate is filtered off and washed with water. The product is dried in vacuo at 70° C. Solvent: CN(C(C)=O)C (N,N-dimethylacetamide), CN(C(C)=O)C (N,N-dimethylacetamide). Reaction SMILES: C(OC([N:8]([CH2:21][CH2:22][C:23]#[C:24][C:25]1[CH:30]=[C:29]([Cl:31])[CH:28]=[CH:27][C:26]=1[NH:32][CH:33]([C:40]1[CH:45]=[CH:44][CH:43]=[CH:42][CH:41]=1)[C:34]1[CH:39]=[CH:38][CH:37]=[CH:36][CH:35]=1)[S:9]([CH2:12][C:13]1[CH:18]=[CH:17][C:16]([Cl:19])=[C:15]([Cl:20])[CH:14]=1)(=[O:11])=[O:10])=O)(C)(C)C>[Cu]I.CN(C)C(=O)C>[CH:33]([N:32]1[C:26]2[C:25](=[CH:30][C:29]([Cl:31])=[CH:28][CH:27]=2)[CH:24]=[C:23]1[CH2:22][CH2:21][NH:8][S:9]([CH2:12][C:13]1[CH:18]=[CH:17][C:16]([Cl:19])=[C:15]([Cl:20])[CH:14]=1)(=[O:11])=[O:10])([C:34]1[CH:35]=[CH:36][CH:37]=[CH:38][CH:39]=1)[C:40]1[CH:45]=[CH:44][CH:43]=[CH:42][CH:41]=1. Starting materials: C(C)(C)(C)OC(=O)N(S(=O)(=O)CC1=CC(=C(C=C1)Cl)Cl)CCC#CC1=C(C=CC(=C1)Cl)NC(C1=CC=CC=C1)C1=CC=CC=C1 (N-t-butoxycarbonyl-N-{4-[2-(benzhydryl-amino)-5-chloro-phenyl]-but-3-ynyl}-C-(3,4-dichlorophenyl)-methanesulfonamide). Yield: 98.9%. Reagents/catalysts: [Cu]I (copper (I) iodide). Reaction conditions: temperature 150 celsius. Reported procedure: A solution of N-t-butoxycarbonyl-N-{4-[2-(benzhydryl-amino)-5-chloro-phenyl]-but-3-ynyl}-C-(3,4-dichlorophenyl)-methanesulfonamide (400 g, 0.585 mol) and N,N-dimethylacetamide (800 mL) was added slowly over 1 h to a hot (150° C.), stirred mixture of copper (I) iodide (12.2 g, 0.064 mol) and N,N-dimethylacetamide (740 mL). The reaction mixture was stirred and maintained at 150° C. for an additional 2 h. The reaction mixture was cooled to 40° C. The mixture was filtered through a celite pad and th... The product is C(C1=CC=CC=C1)(C1=CC=CC=C1)N1C(=CC2=CC(=CC=C12)Cl)CCNS(=O)(=O)CC1=CC(=C(C=C1)Cl)Cl (N-[2-(1-benzhydryl-5-chloro-1 H-indol-2-yl)-ethyl]-C-(3,4-dichloro-phenyl)-methanesulfonamide).